Dataset: the Open Reaction Database (ORD), a public repository of structured organic reaction records. Task: describe an organic reaction: reactants, conditions, products, and yield Starting materials: C=C1CCCCCCCC(CCCCCCC1)=O (9-methylenecyclohexadecanone), [H][H] (hydrogen). The reagents and catalysts are [Pd] (Pd/C). The solvent is C(C)(=O)OCC (ethyl acetate). The product is CC1CCCCCCCC(CCCCCCC1)=O (9-Methylcyclohexadecanone). Isolated yield 94.1%. As a reaction SMILES: [CH2:1]=[C:2]1[CH2:17][CH2:16][CH2:15][CH2:14][CH2:13][CH2:12][CH2:11][C:10](=[O:18])[CH2:9][CH2:8][CH2:7][CH2:6][CH2:5][CH2:4][CH2:3]1.[H][H]>[Pd].C(OCC)(=O)C>[CH3:1][CH:2]1[CH2:3][CH2:4][CH2:5][CH2:6][CH2:7][CH2:8][CH2:9][C:10](=[O:18])[CH2:11][CH2:12][CH2:13][CH2:14][CH2:15][CH2:16][CH2:17]1. Reported procedure: 500 mg (2 mmol) of 9-methylenecyclohexadecanone are introduced into 25 ml of ethyl acetate, and 25 mg of Pd/C are added thereto. Hydrogenation is then carried out at 40° C. and standard hydrogen pressure for 5 h. When the reaction is complete, the mixture is filtered over Celite, and the crude product is freed from solvent. Purification by flash chromatography (cyclohexane/EtOAc=25:1) gives 475 mg (94%) of a colorless oil.